describe an organic reaction: reactants, conditions, products, and yield From a dataset of the Open Reaction Database (ORD), a public repository of structured organic reaction records. Starting materials: CC1=CNC2=CC=CC=C12 (3-methylindole), N1C=NC=C1 (imidazole), BrBr (bromine). Run in O1CCOCC1 (dioxane), O1CCOCC1 (dioxane), Cl (HCl). Reaction conditions: time 8 hour. Yields the product N1(C=NC=C1)C=1NC2=CC=CC=C2C1C (2-(1-imidazolyl)-3-methylindole). RXN SMILES: [CH3:1][C:2]1[C:10]2[C:5](=[CH:6][CH:7]=[CH:8][CH:9]=2)[NH:4][CH:3]=1.[NH:11]1[CH:15]=[CH:14][N:13]=[CH:12]1.BrBr>O1CCOCC1.Cl>[N:11]1([C:3]2[NH:4][C:5]3[C:10]([C:2]=2[CH3:1])=[CH:9][CH:8]=[CH:7][CH:6]=3)[CH:15]=[CH:14][N:13]=[CH:12]1. Reported procedure: To a solution of 3-methylindole (7.87 g) and imidazole (20.42 g) in dioxane (350 ml) stirring at 10° is added a solution of bromine (3.1 ml) in dioxane (125 ml) dropwise over a period of 25 hrs. Upon complete addition, the cooling bath is removed and the resulting yellow suspension is allowed to warm to room temperature while stirring overnight. The solid which had formed is removed by vacuum filtration. The filtrate is concentrated in vacuo to give an amber oil. This oil is suspended in 2 N HCl... The reactants are C(C1=CC=CC=C1)OC1=C(C=CC(=C1)\C=C\C1NCCCC1)N1CC(N(S1(=O)=O)CC[Si](C)(C)C)=O (5-[2-Benzyloxy-4-((E)-2-piperidin-2-yl-vinyl)-phenyl]-1,1-dioxo-2-(2-trimethylsilanylethyl)-1,2,5-thiadiazolidin-3-one), CS(=O)(=O)Cl (methanesulfonyl chloride). The product is C(C1=CC=CC=C1)OC1=C(C=CC(=C1)\C=C\C1N(CCCC1)S(=O)(=O)C)N1CC(N(S1(=O)=O)CC[Si](C)(C)C)=O (5-{2-Benzyloxy-4-[(E)-2-(1-methanesulfonylpiperidin-2-yl)-vinyl]-phenyl}-1,1-dioxo-2-(2-trimethylsilanylethyl)-1,2,5-thiadiazolidin-3-one). As a reaction SMILES: [CH2:1]([O:8][C:9]1[CH:14]=[C:13](/[CH:15]=[CH:16]/[CH:17]2[CH2:22][CH2:21][CH2:20][CH2:19][NH:18]2)[CH:12]=[CH:11][C:10]=1[N:23]1[S:27](=[O:29])(=[O:28])[N:26]([CH2:30][CH2:31][Si:32]([CH3:35])([CH3:34])[CH3:33])[C:25](=[O:36])[CH2:24]1)[C:2]1[CH:7]=[CH:6][CH:5]=[CH:4][CH:3]=1.[CH3:37][S:38](Cl)(=[O:40])=[O:39]>>[CH2:1]([O:8][C:9]1[CH:14]=[C:13](/[CH:15]=[CH:16]/[CH:17]2[CH2:22][CH2:21][CH2:20][CH2:19][N:18]2[S:38]([CH3:37])(=[O:40])=[O:39])[CH:12]=[CH:11][C:10]=1[N:23]1[S:27](=[O:28])(=[O:29])[N:26]([CH2:30][CH2:31][Si:32]([CH3:34])([CH3:33])[CH3:35])[C:25](=[O:36])[CH2:24]1)[C:2]1[CH:3]=[CH:4][CH:5]=[CH:6][CH:7]=1. Procedure details: The title compound is prepared from 5-[2-benzyloxy-4-((E)-2-piperidin-2-yl-vinyl)-phenyl]-1,1-dioxo-2-(2-trimethylsilanylethyl)-1,2,5-thiadiazolidin-3-one (Example 92, step A) and methanesulfonyl chloride analogous to Example 192, step B. Starting materials: CO (methanol), Cl (HCl), COC(=O)C1=CN=C(S1)N1CCN(CC1)C (2-(4-methyl-piperazin-1-yl)-thiazole-5-carboxylic acid methyl ester), Cl.NO (hydroxylamine hydrochloride), C[O-].[Na+] (sodium methoxide). Solvent: O1CCOCC1 (1,4-dioxane). Run at time 2 hour. Yields the product ONC(=O)C1=CN=C(S1)N1CCN(CC1)C (2-(4-methyl-piperazin-1-yl)-thiazole-5-carboxylic acid hydroxyamide). RXN SMILES: C[O:2][C:3]([C:5]1[S:9][C:8]([N:10]2[CH2:15][CH2:14][N:13]([CH3:16])[CH2:12][CH2:11]2)=[N:7][CH:6]=1)=O.Cl.[NH2:18][OH:19].C[O-].[Na+].CO.Cl>O1CCOCC1>[OH:19][NH:18][C:3]([C:5]1[S:9][C:8]([N:10]2[CH2:15][CH2:14][N:13]([CH3:16])[CH2:12][CH2:11]2)=[N:7][CH:6]=1)=[O:2] |f:1.2,3.4|. Reported procedure: To a solution of compound 15a (125 mg, 0.518 mmol) in 1,4-dioxane (2 mL) were added hydroxylamine hydrochloride (360 mg, 5.18 mmol) and a freshly prepared solution of sodium methoxide in methanol (178 mg, 7.72 mmol of sodium dissolved in 1.5 mL of methanol) under a N2 atmosphere. The reaction mixture was stirred at room temperature for 2 h. The reaction mixture was acidified to pH˜6 with 1M HCl and the formed precipitates were filtered off. The filtrate was diluted with ethyl acetate (5 mL) and ...